From a dataset of the Open Reaction Database (ORD), a public repository of structured organic reaction records. describe an organic reaction: reactants, conditions, products, and yield Starting materials: Br, CCc1nccn1-c1ccc(OC)cc1, CC(=O)O. The product is Br, CCc1nccn1-c1ccc(O)cc1. Reaction SMILES: [BrH:16].[CH2:1]([CH3:2])[c:3]1[n:4](-[c:8]2[cH:9][cH:10][c:11]([O:14][CH3:15])[cH:12][cH:13]2)[cH:5][cH:6][n:7]1.[CH3:17][C:18](=[O:19])[OH:20]>>[BrH:16].[CH2:1]([CH3:2])[c:3]1[n:4](-[c:8]2[cH:9][cH:10][c:11]([OH:14])[cH:12][cH:13]2)[cH:5][cH:6][n:7]1. The reactants are C1CCOC1, CC(C)(C)[O-], Cl, [K+], COC(=O)CCC(C(N)=O)N1Cc2c(OCc3ccc(CN4CCOCC4)cc3)cccc2C1=O, [Na+], O=C([O-])O. The product is O=C1CCC(N2Cc3c(OCc4ccc(CN5CCOCC5)cc4)cccc3C2=O)C(=O)N1. RXN SMILES: [CH2:48]1[O:49][CH2:50][CH2:51][CH2:52]1.[CH3:36][C:37]([O-:38])([CH3:39])[CH3:40].[ClH:42].[K+:41].[NH2:1][C:2]([CH:3]([CH2:4][CH2:5][C:6]([O:8][CH3:7])=[O:9])[N:10]1[C:11](=[O:34])[c:12]2[cH:13][cH:14][cH:15][c:16]([O:19][CH2:20][c:21]3[cH:22][cH:23][c:24]([CH2:27][N:28]4[CH2:29][CH2:30][O:31][CH2:32][CH2:33]4)[cH:25][cH:26]3)[c:17]2[CH2:18]1)=[O:35].[Na+:47].[O-:43][C:44]([OH:45])=[O:46]>>[NH:1]1[C:2](=[O:35])[CH:3]([N:10]2[C:11](=[O:34])[c:12]3[cH:13][cH:14][cH:15][c:16]([O:19][CH2:20][c:21]4[cH:22][cH:23][c:24]([CH2:27][N:28]5[CH2:29][CH2:30][O:31][CH2:32][CH2:33]5)[cH:25][cH:26]4)[c:17]3[CH2:18]2)[CH2:4][CH2:5][C:6]1=[O:8].